describe an organic reaction: reactants, conditions, products, and yield From a dataset of the Open Reaction Database (ORD), a public repository of structured organic reaction records. Reactants: N (ammonia), FC(C=1C=C(C=CC1[N+](=O)[O-])F)(F)F (3-trifluoromethyl-4-nitrofluorobenzene). Run in O (water). The product is [N+](=O)([O-])C1=C(C=C(N)C=C1)C(F)(F)F (4-Nitro-3-trifluoromethylaniline). Reaction SMILES: [NH3:1].[F:2][C:3]([F:15])([F:14])[C:4]1[CH:5]=[C:6](F)[CH:7]=[CH:8][C:9]=1[N+:10]([O-:12])=[O:11]>O>[N+:10]([C:9]1[CH:8]=[CH:7][C:6]([NH2:1])=[CH:5][C:4]=1[C:3]([F:15])([F:14])[F:2])([O-:12])=[O:11]. Reported procedure: A solution of ammonia in water (100 cm3, s.g. 0.88) was added to 3-trifluoromethyl-4-nitrofluorobenzene (5 g) and the mixture was heated in a bomb at 150° for 2 hours. Solvent was removed in vacuo to yield a yellow solid. Recrystallisation of this solid from hexane/ethyl acetate afforded yellow crystals of 4-nitro-3-trifluoromethylaniline, m.p. 134°, (3.5 g). The reactants are C(C=C)OC(=O)N1[C@@H](C[C@H](C1)OS(=O)(=O)C)CCOS(=O)(=O)C ((2R,4R)-1-allyloxycarbonyl-4-methanesulfonyloxy-2-(2-methanesulfonyloxyethyl)pyrrolidine), N1C=NC=C1 (imidazole), CC(C)([O-])C.[K+] (potassium t-butoxide), O (water). Solvent: CN(C=O)C (N,N-dimethylformamide). Product: C(C=C)OC(=O)N1[C@@H](C[C@H](C1)OS(=O)(=O)C)CCN1C=NC=C1 ((2R,4R)-1-allyloxycarbonyl-2-[2-(imidazol-1-yl)ethyl]-4-methanesulfonyloxypyrrolidine). Reaction SMILES: [CH2:1]([O:4][C:5]([N:7]1[CH2:11][C@H:10]([O:12][S:13]([CH3:16])(=[O:15])=[O:14])[CH2:9][C@H:8]1[CH2:17][CH2:18]OS(C)(=O)=O)=[O:6])[CH:2]=[CH2:3].[NH:24]1[CH:28]=[CH:27][N:26]=[CH:25]1.CC(C)([O-])C.[K+].O>CN(C)C=O>[CH2:1]([O:4][C:5]([N:7]1[CH2:11][C@H:10]([O:12][S:13]([CH3:16])(=[O:14])=[O:15])[CH2:9][C@H:8]1[CH2:17][CH2:18][N:24]1[CH:28]=[CH:27][N:26]=[CH:25]1)=[O:6])[CH:2]=[CH2:3] |f:2.3|. Reported procedure: To a solution of (2R,4R)-1-allyloxycarbonyl-4-methanesulfonyloxy-2-(2-methanesulfonyloxyethyl)pyrrolidine (5.35 g) in N,N-dimethylformamide (54 ml) were added imidazole (1.18 g) and potassium t-butoxide (1.78 g) with stirring under ice-cooling. The mixture was stirred at 40°-45° C. for 40 minutes. The reaction mixture was poured into water (100 ml) and extracted with dichloromethane (80 ml). The extract was washed in turn with water (50 ml) and 10% aqueous sodium chloride (50 ml), dried over anh... Starting materials: ClC(=C(C)C)N(C)C (1-chloro-N,N,2-trimethylpropenylamine), C(C1=CC=CC=C1)(=O)NC(=S)NC1(CN(CC1CO)C(=O)OC(C)(C)C)C=1SC=CC1 (racemic tert-butyl 3-(benzoylcarbamothioylamino)-4-(hydroxymethyl)-3-(2-thienyl)pyrrolidine-1-carboxylate), C([O-])(O)=O.[Na+] (sodium bicarbonate). Solvent: ClCCl (dichloromethane), ClCCl (dichloromethane). Run at time 2 hour. The product is C(C1=CC=CC=C1)(=O)NC=1SC[C@H]2[C@@](N1)(CN(C2)C(=O)OC(C)(C)C)C=2SC=CC2 (tert-Butyl (4aR,7aR)-2-benzamido-7a-(2-thienyl)-4,4a,5,7-tetrahydropyrrolo[3,4-d][1,3]thiazine-6-carboxylate). Isolated yield 90.4%. As a reaction SMILES: [C:1]([NH:9][C:10]([NH:12][C:13]1([C:27]2[S:28][CH:29]=[CH:30][CH:31]=2)[CH:17]([CH2:18]O)[CH2:16][N:15]([C:20]([O:22][C:23]([CH3:26])([CH3:25])[CH3:24])=[O:21])[CH2:14]1)=[S:11])(=[O:8])[C:2]1[CH:7]=[CH:6][CH:5]=[CH:4][CH:3]=1.ClC(N(C)C)=C(C)C.C(=O)(O)[O-].[Na+]>ClCCl>[C:1]([NH:9][C:10]1[S:11][CH2:18][C@@H:17]2[CH2:16][N:15]([C:20]([O:22][C:23]([CH3:26])([CH3:25])[CH3:24])=[O:21])[CH2:14][C@:13]2([C:27]2[S:28][CH:29]=[CH:30][CH:31]=2)[N:12]=1)(=[O:8])[C:2]1[CH:3]=[CH:4][CH:5]=[CH:6][CH:7]=1 |f:2.3|. Procedure: To a solution of racemic tert-butyl 3-(benzoylcarbamothioylamino)-4-(hydroxymethyl)-3-(2-thienyl)pyrrolidine-1-carboxylate (3.8 g, 8.23 mmol) in dichloromethane (206 mL) cooled to 0° C. is added drop wise 1-chloro-N,N,2-trimethylpropenylamine (2.18 mL, 16.46 mmol). The reaction is warmed to room temperature and is stirred for 2 hours. To the reaction mixture is added a saturated solution of sodium bicarbonate and dichloromethane. The mixture is extracted with dichloromethane. The organic layers ... Reactants: COS(=O)(=O)OC (dimethylsulfate), [Cl-].[NH4+] (ammonium chloride), S1C(=CC=C1)C=1SC=CC1 (2,2'-bithienyl), C(CCC)[Li] (n-butyllithium). Run in C(C)OCC (diethyl ether), C(C)OCC (diethyl ether). Run at temperature -5 celsius, time 1 hour. Product: CC1=CC=C(S1)C=1SC=CC1 (5-methyl(2,2'-bithienyl)). As a reaction SMILES: [S:1]1[CH:5]=[CH:4][CH:3]=[C:2]1[C:6]1[S:7][CH:8]=[CH:9][CH:10]=1.[CH2:11]([Li])CCC.COS(OC)(=O)=O.[Cl-].[NH4+]>C(OCC)C>[CH3:11][C:5]1[S:1][C:2]([C:6]2[S:7][CH:8]=[CH:9][CH:10]=2)=[CH:3][CH:4]=1 |f:3.4|. Reported procedure: Under a nitrogen atmosphere a stirred solution of 32.0 grams (0.193 mole) of 2,2'-bithienyl in 150 mL of diethyl ether was cooled to -5°0 C., and 90.5 mL (0.226 mole--2.6M in hexanes) of n-butyllithium was added slowy dropwise. Upon completion of addition the reaction mixture was stirred at -5° C. for one hour, and then a solution of 27.8 grams (0.220 mole) of dimethylsulfate in 75 mL of diethyl ether was added very slowly dropwise. Upon completion of addition the reaction mixture was allowed to... As a reaction SMILES: [CH3:19][CH2:20][O:21][C:22](=[O:23])[CH2:24][P:25]([O:26][CH2:27][CH3:28])([O:29][CH2:30][CH3:31])=[O:32].[CH3:33][O:34][CH2:35][CH2:36][O:37][CH3:38].[CH3:3][c:4]1[cH:5][cH:6][cH:7][c:8]2[c:12]1[C:11](=[O:13])[N:10]([CH2:14][CH:15]([CH3:16])[CH3:17])[CH:9]2[OH:18].[H-:1].[Na+:2]>>[CH3:3][c:4]1[cH:5][cH:6][cH:7][c:8]2[c:12]1[C:11](=[O:13])[N:10]([CH2:14][CH:15]([CH3:16])[CH3:17])[CH:9]2[CH2:24][C:22]([O:21][CH2:20][CH3:19])=[O:23]. Starting materials: CCOC(=O)CP(=O)(OCC)OCC, COCCOC, Cc1cccc2c1C(=O)N(CC(C)C)C2O, [H-], [Na+]. Product: CCOC(=O)CC1c2cccc(C)c2C(=O)N1CC(C)C. Reactants: COC=1C=C2C(=N[C@H]3CCCC[C@H]3C2=CC1OC)C1=CC=C(C=C1)C(=O)OC ((+/−)-cis-8,9-dimethoxy-6-[4-(methoxycarbonyl)phenyl]-1,2,3,4,4a,10b-hexahydrophenanthridine), [C-]#N.[Na+] (sodium cyanide). Solvent: CN (methylamine), C(C)O (ethanol). The product is CNC(=O)C1=CC=C(C=C1)C1=N[C@H]2CCCC[C@H]2C2=CC(=C(C=C12)OC)OC ((+/−)-cis-6-[4-(N-methylaminocarbonyl)phenyl]-8,9-dimethoxy-1,2,3,4,4a ,10b-hexahydrophenanthridine). As a reaction SMILES: [CH3:1][O:2][C:3]1[CH:4]=[C:5]2[C:14](=[CH:15][C:16]=1[O:17][CH3:18])[C@H:13]1[C@H:8]([CH2:9][CH2:10][CH2:11][CH2:12]1)[N:7]=[C:6]2[C:19]1[CH:24]=[CH:23][C:22]([C:25]([O:27]C)=O)=[CH:21][CH:20]=1.[C-:29]#[N:30].[Na+]>CN.C(O)C>[CH3:29][NH:30][C:25]([C:22]1[CH:21]=[CH:20][C:19]([C:6]2[C:5]3[C:14](=[CH:15][C:16]([O:17][CH3:18])=[C:3]([O:2][CH3:1])[CH:4]=3)[C@H:13]3[C@H:8]([CH2:9][CH2:10][CH2:11][CH2:12]3)[N:7]=2)=[CH:24][CH:23]=1)=[O:27] |f:1.2|. Reported procedure: 680 mg of (+/−)-cis-8,9-dimethoxy-6-[4-(methoxycarbonyl)phenyl]-1,2,3,4,4a,10b-hexahydrophenanthridine with 25 mg of sodium cyanide in 13 ml of 9 molar methylamine solution in ethanol are heated to 90° C. in an autoclave for 10 h. The solution is concentrated under reduced pressure and the residue is taken up in methylene chloride and extracted with water. The organic phase is dried with sodium sulfate, the solvent is removed under reduced pressure and the residue is treated with diethyl ether, ...